Dataset: the Open Reaction Database (ORD), a public repository of structured organic reaction records. Task: describe an organic reaction: reactants, conditions, products, and yield The reactants are CC(C)(C)OC(=O)N1CCNCC1, O=C([O-])[O-], Cc1cc(F)ccc1[N+](=O)[O-], [K+], [K+], CN(C)C=O, O. Product: Cc1cc(N2CCN(C(=O)OC(C)(C)C)CC2)ccc1[N+](=O)[O-]. As a reaction SMILES: [C:12](=[O:13])([O:14][C:15]([CH3:16])([CH3:17])[CH3:18])[N:19]1[CH2:20][CH2:21][NH:22][CH2:23][CH2:24]1.[C:25](=[O:26])([O-:27])[O-:28].[F:1][c:2]1[cH:3][cH:4][c:5]([N+:9](=[O:10])[O-:11])[c:6]([CH3:8])[cH:7]1.[K+:29].[K+:30].[O:31]=[CH:32][N:33]([CH3:34])[CH3:35].[OH2:36]>>[c:2]1([N:22]2[CH2:21][CH2:20][N:19]([C:12](=[O:13])[O:14][C:15]([CH3:16])([CH3:17])[CH3:18])[CH2:24][CH2:23]2)[cH:3][cH:4][c:5]([N+:9](=[O:10])[O-:11])[c:6]([CH3:8])[cH:7]1. Starting materials: COc1c(Br)cc(Cl)c2cnc(Cl)nc12, CC(C)O, Nc1ccc(C(=O)N2CCOCC2)cc1. The product is COc1c(Br)cc(Cl)c2cnc(Nc3ccc(C(=O)N4CCOCC4)cc3)nc12. Reaction SMILES: [Br:1][c:2]1[cH:3][c:4]([Cl:15])[c:5]2[cH:6][n:7][c:8]([Cl:14])[n:9][c:10]2[c:11]1[O:12][CH3:13].[CH:31]([OH:32])([CH3:33])[CH3:34].[NH2:16][c:17]1[cH:18][cH:19][c:20]([C:23](=[O:24])[N:25]2[CH2:26][CH2:27][O:28][CH2:29][CH2:30]2)[cH:21][cH:22]1>>[Br:1][c:2]1[cH:3][c:4]([Cl:15])[c:5]2[cH:6][n:7][c:8]([NH:16][c:17]3[cH:18][cH:19][c:20]([C:23](=[O:24])[N:25]4[CH2:26][CH2:27][O:28][CH2:29][CH2:30]4)[cH:21][cH:22]3)[n:9][c:10]2[c:11]1[O:12][CH3:13]. Starting materials: F[B-](F)(F)F, CCN(C(C)C)C(C)C, COC(=O)c1ccccc1OCCc1ccc(OCC(=O)O)cc1, CCOC(C)=O, CCCNCc1ccc(F)cc1F, CN(C)C=O, CN(C)C(On1nnc2ccccc21)=[N+](C)C. Yields the product CCCN(Cc1ccc(F)cc1F)C(=O)COc1ccc(CCOc2ccccc2C(=O)OC)cc1. As a reaction SMILES: [B-:38]([F:39])([F:40])([F:41])[F:42].[CH2:60]([N:61]([CH:62]([CH3:63])[CH3:64])[CH:65]([CH3:66])[CH3:67])[CH3:68].[CH3:1][O:2][C:3](=[O:4])[c:5]1[c:6]([O:7][CH2:8][CH2:9][c:10]2[cH:11][cH:12][c:13]([O:14][CH2:15][C:16](=[O:17])[OH:18])[cH:19][cH:20]2)[cH:21][cH:22][cH:23][cH:24]1.[CH3:74][CH2:75][O:76][C:77]([CH3:78])=[O:79].[F:25][c:26]1[c:27]([CH2:28][NH:29][CH2:30][CH2:31][CH3:32])[cH:33][cH:34][c:35]([F:37])[cH:36]1.[O:69]=[CH:70][N:71]([CH3:72])[CH3:73].[n:43]1([O:44][C:45]([N:46]([CH3:47])[CH3:48])=[N+:49]([CH3:50])[CH3:51])[c:52]2[cH:53][cH:54][cH:55][cH:56][c:57]2[n:58][n:59]1>>[CH3:1][O:2][C:3](=[O:4])[c:5]1[c:6]([O:7][CH2:8][CH2:9][c:10]2[cH:11][cH:12][c:13]([O:14][CH2:15][C:16](=[O:18])[N:29]([CH2:28][c:27]3[c:26]([F:25])[cH:36][c:35]([F:37])[cH:34][cH:33]3)[CH2:30][CH2:31][CH3:32])[cH:19][cH:20]2)[cH:21][cH:22][cH:23][cH:24]1. Reactants: C1COCCO1, CC(Oc1c(N)ncc2c(C3=CCNCC3)coc12)c1c(Cl)ccc(F)c1Cl, NS(N)(=O)=O. Yields the product CC(Oc1c(N)ncc2c(C3=CCN(S(N)(=O)=O)CC3)coc12)c1c(Cl)ccc(F)c1Cl. RXN SMILES: [CH2:34]1[O:35][CH2:36][CH2:37][O:38][CH2:39]1.[Cl:1][c:2]1[c:3]([CH:10]([CH3:11])[O:12][c:13]2[c:14]3[c:15]([cH:16][n:17][c:18]2[NH2:19])[c:20]([C:23]2=[CH:28][CH2:27][NH:26][CH2:25][CH2:24]2)[cH:21][o:22]3)[c:4]([Cl:9])[cH:5][cH:6][c:7]1[F:8].[NH2:29][S:30]([NH2:31])(=[O:32])=[O:33]>>[Cl:1][c:2]1[c:3]([CH:10]([CH3:11])[O:12][c:13]2[c:14]3[c:15]([cH:16][n:17][c:18]2[NH2:19])[c:20]([C:23]2=[CH:28][CH2:27][N:26]([S:30]([NH2:29])(=[O:32])=[O:33])[CH2:25][CH2:24]2)[cH:21][o:22]3)[c:4]([Cl:9])[cH:5][cH:6][c:7]1[F:8]. Procedure details: The title compound was prepared from 4-isopropyl-3-methyl-phenol and epichlorohydrin employing the procedures as set forth in Step 1 of Example 2. Yields the product C(C)(C)C1=C(C=C(OCC2OC2)C=C1)C (2-(4-Isopropyl-3-methyl-phenoxymethyl)-oxirane). Reaction SMILES: [CH:1]([C:4]1[CH:9]=[CH:8][C:7]([OH:10])=[CH:6][C:5]=1[CH3:11])([CH3:3])[CH3:2].[CH2:12]([CH:14]1[O:16][CH2:15]1)Cl>>[CH:1]([C:4]1[CH:9]=[CH:8][C:7]([O:10][CH2:12][CH:14]2[CH2:15][O:16]2)=[CH:6][C:5]=1[CH3:11])([CH3:3])[CH3:2]. Reactants: C(C)(C)C1=C(C=C(C=C1)O)C (4-isopropyl-3-methyl-phenol), C(Cl)C1CO1 (epichlorohydrin).